This data is from the Open Reaction Database (ORD), a public repository of structured organic reaction records. The task is: describe an organic reaction: reactants, conditions, products, and yield Starting materials: BrC=1C=CC(=NC1)[C@@H]1CC[C@H](CC1)O[Si](C)(C)C(C)(C)C (trans-5-Bromo-2-[4-(tert-butyldimethylsilyloxy)cyclohex-1-yl]pyridine), Example 103 ( 3 ), CC1=NN(C(=C1C(=O)O)C)C1=NC=C(C=C1)C(F)(F)F (3,5-Dimethyl-1-[5-(trifluoromethyl)pyridin-2-yl]-1H-pyrazole-4-carboxylic acid). The solvent is Example 144 ( 2 ). The product is [Si](C)(C)(C(C)(C)C)O[C@@H]1CC[C@H](CC1)C1=CC=C(C=N1)N (trans-6-[4-(tert-Butyldimethylsilanyloxy)cyclohex-1-yl]pyridin-3-amine). As a reaction SMILES: Br[C:2]1[CH:3]=[CH:4][C:5]([C@H:8]2[CH2:13][CH2:12][C@H:11]([O:14][Si:15]([C:18]([CH3:21])([CH3:20])[CH3:19])([CH3:17])[CH3:16])[CH2:10][CH2:9]2)=[N:6][CH:7]=1.CC1C(C(O)=O)=C(C)N(C2C=CC(C(F)(F)F)=CN=2)[N:24]=1>>[Si:15]([O:14][C@H:11]1[CH2:12][CH2:13][C@H:8]([C:5]2[N:6]=[CH:7][C:2]([NH2:24])=[CH:3][CH:4]=2)[CH2:9][CH2:10]1)([C:18]([CH3:21])([CH3:20])[CH3:19])([CH3:17])[CH3:16]. Reported procedure: trans-5-Bromo-2-[4-(tert-butyldimethylsilyloxy)cyclohex-1-yl]pyridine (1.54 g) described in Reference Example 103 (3) was used in place of 1-(5-bromopyridin-2-yl)-c-4-(tert-butyldimethylsilanyloxy)-r-1-cyclohexanecarbonitrile in Reference Example 144 (2) and (3), and reacted and treated in a similar manner to give the titled compound (1.11 g) as a white solid. The reactants are [Si](C)(C)(C(C)(C)C)O[C@@H]1C[C@H](OC(C1)=O)C=O ((2S,4R)-4-(tert-butyldimethylsilyloxy)-6-oxo-tetrahydro-2H-pyran-2-carbaldehyde), O (water), FC(C(=O)[O-])(F)F.FC1=CC=C(C=C1)C1=NC(=NC(=C1C[P+](CCCC)(CCCC)CCCC)C(C)C)N(S(=O)(=O)C)C (((4-(4-fluorophenyl)-6-isopropyl-2-(N-methylmethylsulfonamido)pyrimidin-5-yl)methyl)tributylphosphonium 2,2,2-trifluoro-acetate). Run in C1(=CC=CC=C1)C (toluene), C1(=CC=CC=C1)C (toluene), C1(=CC=CC=C1)C (toluene), C1(=CC=CC=C1)C (toluene). Reaction conditions: time 60 minute. Yields the product [Si](C)(C)(C(C)(C)C)O[C@H]1CC(O[C@@H](C1)C(O)O)=O ((4R,6S)-4-(tert-butyldimethylsilyloxy)-6-(dihydroxymethyl)-tetrahydropyran-2-one). The yield is 100.0%. Reaction SMILES: FC(F)(F)C([O-])=[O:4].FC1C=CC(C2C(C[P+](CCCC)(CCCC)CCCC)=C(C(C)C)N=C(N(C)S(C)(=O)=O)N=2)=CC=1.[Si:44]([O:51][C@H:52]1[CH2:57][C:56](=[O:58])[O:55][C@H:54]([CH:59]=[O:60])[CH2:53]1)([C:47]([CH3:50])([CH3:49])[CH3:48])([CH3:46])[CH3:45].O>C1(C)C=CC=CC=1>[Si:44]([O:51][C@@H:52]1[CH2:53][C@@H:54]([CH:59]([OH:4])[OH:60])[O:55][C:56](=[O:58])[CH2:57]1)([C:47]([CH3:50])([CH3:49])[CH3:48])([CH3:46])[CH3:45] |f:0.1|. Procedure details: To a stirred suspension of ((4-(4-fluorophenyl)-6-isopropyl-2-(N-methylmethylsulfonamido)pyrimidin-5-yl)methyl)tributylphosphonium 2,2,2-trifluoro-acetate (50.4, 77 mmol) at room temperature in dry toluene (800 mL) sodium hexamethyldisilazane (NaHDMS) in toluene (130 mL of 0.6 M, 77 mmol) was added portionwise in 10 minutes. The reaction mixture was stirred for 60 min and treated at room temperature with a solution of (2S,4R)-4-(tert-butyldimethylsilyloxy)-6-oxo-tetrahydro-2H-pyran-2-carbaldehyd... Reactants: C1COCCN1, COc1cccc2c1CCCC2=O, Cc1ccccc1, [Cl-], [Cl-], [Cl-], [Cl-], [Ti+4]. Product: COc1cccc2c1CCC=C2N1CCOCC1. Reaction SMILES: [CH2:14]1[CH2:15][O:16][CH2:17][CH2:18][NH:19]1.[CH3:1][O:2][c:3]1[c:4]2[c:9]([cH:10][cH:11][cH:12]1)[C:8](=[O:13])[CH2:7][CH2:6][CH2:5]2.[CH3:20][c:21]1[cH:22][cH:23][cH:24][cH:25][cH:26]1.[Cl-:27].[Cl-:28].[Cl-:29].[Cl-:30].[Ti+4:31]>>[CH3:1][O:2][c:3]1[c:4]2[c:9]([cH:10][cH:11][cH:12]1)[C:8]([N:19]1[CH2:14][CH2:15][O:16][CH2:17][CH2:18]1)=[CH:7][CH2:6][CH2:5]2. Reactants: [N+](=O)([O-])C1=CC=C(C=CC(N)=NO)C=C1 (p-nitrocinnamamidoxime), C(C)(=O)OC(C)=O (acetic anhydride), C([O-])([O-])=O.[Na+].[Na+] (sodium carbonate). Product: CC1=NC(=NO1)\C=C\C1=CC=C(C=C1)[N+](=O)[O-] (trans-5-Methyl-3-p-nitrostyryl-1,2,4-oxadiazole). As a reaction SMILES: [N+:1]([C:4]1[CH:15]=[CH:14][C:7]([CH:8]=[CH:9][C:10](=[N:12][OH:13])[NH2:11])=[CH:6][CH:5]=1)([O-:3])=[O:2].C(=O)([O-])[O-].[Na+].[Na+].[C:22](OC(=O)C)(=O)[CH3:23]>>[CH3:22][C:23]1[O:13][N:12]=[C:10](/[CH:9]=[CH:8]/[C:7]2[CH:6]=[CH:5][C:4]([N+:1]([O-:3])=[O:2])=[CH:15][CH:14]=2)[N:11]=1 |f:1.2.3|. Procedure details: A suspension of p-nitrocinnamamidoxime (20.7 g.) in acetic anhydride (70 ml.) was heated on a steam-bath for one hour when solution occurred. The cooled solution was neutralized with saturated sodium carbonate solution and the precipitated solid filtered off, washed with water, and dried. Recrystallization of the solid from ethanol (1,200 ml) gave title compound as yellow needles, 13.5g (58.5%), m.p. 190°-191°, λmax. (EtOH) 226, 310 nm., (ε 11,500, 21,000), νmax. (Nujol) 1338 and 1502 (NO2), 972... Reactants: Cl (HCl), C[Zn]C (dimethyl zinc), C1(=CC=CC=C1)C (toluene), ClC(=O)COCC(=O)OC (methyl 2-(chloroformylmethoxy)acetate). The reagents and catalysts are [CH2-]C1=CC=CC=C1.C1=CC=C(C=C1)P(C2=CC=CC=C2)C3=CC=CC=C3.C1=CC=C(C=C1)P(C2=CC=CC=C2)C3=CC=CC=C3.Cl[Pd+] (trans-benzyl(chloro)bis(triphenylphosphine)palladium(II)). Solvent: [Cl-].[Na+].O (brine). Reaction conditions: temperature 0 celsius, time 0.5 hour. Yields the product O=C(COCC(=O)OC)C (Methyl (2-oxopropoxy)acetate). The yield is 84.7%. As a reaction SMILES: C[Zn]C.[C:4]1(C)C=CC=CC=1.Cl[C:12]([CH2:14][O:15][CH2:16][C:17]([O:19][CH3:20])=[O:18])=[O:13].Cl>[Cl-].[Na+].O.[CH2-]C1C=CC=CC=1.C1C=CC(P(C2C=CC=CC=2)C2C=CC=CC=2)=CC=1.C1C=CC(P(C2C=CC=CC=2)C2C=CC=CC=2)=CC=1.Cl[Pd+]>[O:13]=[C:12]([CH3:4])[CH2:14][O:15][CH2:16][C:17]([O:19][CH3:20])=[O:18] |f:4.5.6,7.8.9.10|. Procedure: A solution of 2M dimethyl zinc in toluene (21 mL, 42 mmol) was cooled to 0° C. under nitrogen, treated with trans-benzyl(chloro)bis(triphenylphosphine)palladium(II) (0.57 g, 76 mmol), treated with methyl 2-(chloroformylmethoxy)acetate (12.6 g, 76 mmol) dropwise over 0.5 hours, stirred for 0.5 hours at 0° C., stirred for 16 hours at ambient temperature, treated with 1M HCl (40 mL) and then brine (20 mL). The organic layer was dried (MgSO4), filtered and concentrated. The residue was purified by f...